From a dataset of the Open Reaction Database (ORD), a public repository of structured organic reaction records. describe an organic reaction: reactants, conditions, products, and yield Reactants: COC(C)Cl, [H-], [Na+], CN(C)C=O, c1ccc2[nH]ccc2c1. Yields the product COC(C)n1ccc2ccccc21. As a reaction SMILES: [CH3:12][O:13][CH:14]([CH3:15])[Cl:16].[H-:2].[Na+:1].[O:17]=[CH:18][N:19]([CH3:20])[CH3:21].[nH:3]1[cH:4][cH:5][c:6]2[cH:7][cH:8][cH:9][cH:10][c:11]12>>[n:3]1([CH:14]([O:13][CH3:12])[CH3:15])[cH:4][cH:5][c:6]2[cH:7][cH:8][cH:9][cH:10][c:11]12. The reactants are COc1ccccc1Br, CC(=O)c1ocnc1C, O=C([O-])O, [Li]CCCC, CCOCC, [Na+]. Yields the product COc1ccccc1C(C)(O)c1ocnc1C. Reaction SMILES: [Br:1][c:2]1[c:3]([O:8][CH3:9])[cH:4][cH:5][cH:6][cH:7]1.[C:15]([CH3:16])(=[O:17])[c:18]1[c:19]([CH3:23])[n:20][cH:21][o:22]1.[C:24](=[O:25])([O-:26])[OH:27].[CH2:10]([Li:11])[CH2:12][CH2:13][CH3:14].[CH2:29]([O:30][CH2:31][CH3:32])[CH3:33].[Na+:28]>>[c:2]1([C:15]([CH3:16])([OH:17])[c:18]2[c:19]([CH3:23])[n:20][cH:21][o:22]2)[c:3]([O:8][CH3:9])[cH:4][cH:5][cH:6][cH:7]1. The yield is 89.0%. Reaction SMILES: [F:1][C:2]1[CH:3]=[C:4]([CH:9]2[N:14]([C:15](OC3C=CC([N+]([O-])=O)=CC=3)=[O:16])[C:13](=[O:27])[NH:12][C:11]([CH3:28])=[C:10]2[C:29]([O:31][CH3:32])=[O:30])[CH:5]=[CH:6][C:7]=1[F:8].[N:33]1(CCCN)[CH2:38][CH:37]=[CH:36][CH:35]=[C:34]1[C:39]1[CH2:40][CH2:41][NH:42][CH2:43][CH:44]=1.C(Cl)[Cl:50]>>[ClH:50].[F:1][C:2]1[CH:3]=[C:4]([CH:9]2[N:14]([C:15](=[O:16])[NH:12][CH2:11][CH2:10][CH2:9][N:42]3[CH2:43][CH:44]=[C:39]([C:34]4[CH:35]=[CH:36][CH:37]=[CH:38][N:33]=4)[CH2:40][CH2:41]3)[C:13](=[O:27])[NH:12][C:11]([CH3:28])=[C:10]2[C:29]([O:31][CH3:32])=[O:30])[CH:5]=[CH:6][C:7]=1[F:8] |f:3.4|. Product: Cl.FC=1C=C(C=CC1F)C1C(=C(NC(N1C(NCCCN1CCC(=CC1)C1=NC=CC=C1)=O)=O)C)C(=O)OC (6-(3,4-Difluoro-phenyl)-1-[3-(3′,6′-dihydro-[2,4′]bipyridinyl-1′-yl)-propylcarbamoyl]-4-methyl-5-methoxycarbonyl-2-oxo-1,2,3,6-tetrahydropyrimidine hydrochloride). Reactants: FC=1C=C(C=CC1F)C1C(=C(NC(N1C(=O)OC1=CC=C(C=C1)[N+](=O)[O-])=O)C)C(=O)OC (6-(3,4-difluorophenyl)-4-methyl-5-methoxycarbonyl-1-(4-nitrophenoxy)carbonyl-2-oxo-1,2,3,6-tetrahydro-pyrimidine), N1(C(=CC=CC1)C=1CCNCC1)CCCN (3-(3′,6′-dihydro-2′H-[2,4′]bipyridyl-1-yl)propylamine), C(Cl)Cl (CH2Cl2). Procedure details: A solution of 6-(3,4-difluorophenyl)-4-methyl-5-methoxycarbonyl-1-(4-nitrophenoxy)carbonyl-2-oxo-1,2,3,6-tetrahydro-pyrimidine (20 mg, 0.045 mmol) and 3-(3′,6′-dihydro-2′H-[2,4′]bipyridyl-1-yl)propylamine (9.7 mg, 0.045 mmol) in CH2Cl2 (10 ml) was stirred at room temperature for 3 days. The solvent was removed in vacuum. The residue was separated on preparative TLC (CHCl3/MeOH=100/15) to get the title compound (21 mg, 89% yield) as a yellow solid. Hydrochloride salt was made with HCl in ether. M... The reactants are COC1=CC=C(C=C1)COC(=O)CC(=O)OC=1C=C(C=CC1)C=1N=C2SC3=C(N2C1)C=CC=C3 (2-[m-(p-methoxyphenylmethoxycarbonylacetoxy)phenyl]imidazo[2,1-b]benzothiazole), FC(C(=O)O)(F)F (trifluoroacetic acid), C1(=CC=CC=C1)OC (anisole), ice water, resultant mixture, C(C)O.Cl (hydrogen chloride ethanol). Run in ClCCl (dichloromethane), O1CCCC1 (tetrahydrofuran). Yields the product Cl.C(=O)(O)CC(=O)OC=1C=C(C=CC1)C=1N=C2SC3=C(N2C1)C=CC=C3 (2-(m-carboxyacetoxyphenyl)imidazo[2,1-b]benzothiazole hydrochloride). RXN SMILES: COC1C=CC(C[O:10][C:11]([CH2:13][C:14]([O:16][C:17]2[CH:18]=[C:19]([C:23]3[N:24]=[C:25]4[N:29]([CH:30]=3)[C:28]3[CH:31]=[CH:32][CH:33]=[CH:34][C:27]=3[S:26]4)[CH:20]=[CH:21][CH:22]=2)=[O:15])=[O:12])=CC=1.C1(OC)C=CC=CC=1.FC(F)(F)C(O)=O.C(O)C.[ClH:53]>ClCCl.O1CCCC1>[ClH:53].[C:11]([CH2:13][C:14]([O:16][C:17]1[CH:18]=[C:19]([C:23]2[N:24]=[C:25]3[N:29]([CH:30]=2)[C:28]2[CH:31]=[CH:32][CH:33]=[CH:34][C:27]=2[S:26]3)[CH:20]=[CH:21][CH:22]=1)=[O:15])([OH:12])=[O:10] |f:3.4,7.8|. Procedure: In 5 ml of anhydrous dichloromethane was dissolved 1.146 g of 2-[m-(p-methoxyphenylmethoxycarbonylacetoxy)phenyl]imidazo[2,1-b]benzothiazole and after adding thereto 0.4 ml of anisole, the mixture was cooled with ice-water. Then, 5 ml of trifluoroacetic acid was added dropwise to the mixture and the resultant mixture was stirred for one hour. The reaction mixture thus formed was concentrated under reduced pressure and the oily product thus obtained was dissolved in 10 ml of anhydrous tetrahydrof... Starting materials: CO, CCOC(=O)CC(O)C(C)Oc1ccc(Oc2ccc(C(F)(F)F)cc2)cc1, [K+], [OH-], CCC(O)CC(=O)O. Yields the product CC(Oc1ccc(Oc2ccc(C(F)(F)F)cc2)cc1)C(O)CC(=O)O. Reaction SMILES: [CH3:39][OH:40].[F:1][C:2]([c:3]1[cH:4][cH:5][c:6]([O:7][c:8]2[cH:9][cH:10][c:11]([O:12][CH:13]([CH:14]([CH2:15][C:16](=[O:17])[O:18][CH2:19][CH3:20])[OH:21])[CH3:22])[cH:23][cH:24]2)[cH:25][cH:26]1)([F:27])[F:28].[K+:30].[OH-:29].[OH:31][CH:32]([CH2:33][CH3:34])[CH2:35][C:36]([OH:37])=[O:38]>>[F:1][C:2]([c:3]1[cH:4][cH:5][c:6]([O:7][c:8]2[cH:9][cH:10][c:11]([O:12][CH:13]([CH:14]([CH2:15][C:16](=[O:17])[OH:18])[OH:21])[CH3:22])[cH:23][cH:24]2)[cH:25][cH:26]1)([F:27])[F:28]. Starting materials: COc1cc(C)c(S(=O)(=O)NC(CC(=O)OC(C)(C)C)C(=O)NCC(OC)OC)c(C)c1, Cc1ccc(S(=O)(=O)O)cc1, C1COCCO1. Product: COc1cc(C)c(S(=O)(=O)N2C=CNC(=O)C2CC(=O)OC(C)(C)C)c(C)c1. Reaction SMILES: [CH3:12][O:13][CH:14]([CH2:15][NH:16][C:17]([CH:18]([CH2:19][C:20](=[O:21])[O:22][C:23]([CH3:24])([CH3:25])[CH3:26])[NH:27][S:28](=[O:29])(=[O:30])[c:31]1[c:32]([CH3:40])[cH:33][c:34]([O:38][CH3:39])[cH:35][c:36]1[CH3:37])=[O:41])[O:42][CH3:43].[CH3:1][c:2]1[cH:3][cH:4][c:5]([S:6]([OH:7])(=[O:8])=[O:9])[cH:10][cH:11]1.[O:44]1[CH2:45][CH2:46][O:47][CH2:48][CH2:49]1>>[CH:14]1=[CH:15][NH:16][C:17](=[O:41])[CH:18]([CH2:19][C:20](=[O:21])[O:22][C:23]([CH3:24])([CH3:25])[CH3:26])[N:27]1[S:28](=[O:29])(=[O:30])[c:31]1[c:32]([CH3:40])[cH:33][c:34]([O:38][CH3:39])[cH:35][c:36]1[CH3:37]. Reactants: BrCCCCCCOC1CCCCO1, [Li]CCCC, CN(C)P(=O)(N(C)C)N(C)C, C1CCOC1, C#Cc1ccccc1. Reaction SMILES: [Br:25][CH2:26][CH2:27][CH2:28][CH2:29][CH2:30][CH2:31][O:32][CH:33]1[O:34][CH2:35][CH2:36][CH2:37][CH2:38]1.[CH2:9]([Li:10])[CH2:11][CH2:12][CH3:13].[CH3:14][N:15]([P:16]([N:17]([CH3:18])[CH3:19])([N:20]([CH3:21])[CH3:22])=[O:23])[CH3:24].[O:39]1[CH2:40][CH2:41][CH2:42][CH2:43]1.[c:1]1([C:7]#[CH:8])[cH:2][cH:3][cH:4][cH:5][cH:6]1>>[c:1]1([C:7]#[C:8][CH2:26][CH2:27][CH2:28][CH2:29][CH2:30][CH2:31][O:32][CH:33]2[O:34][CH2:35][CH2:36][CH2:37][CH2:38]2)[cH:2][cH:3][cH:4][cH:5][cH:6]1. Yields the product C(#Cc1ccccc1)CCCCCCOC1CCCCO1.